Dataset: the Open Reaction Database (ORD), a public repository of structured organic reaction records. Task: describe an organic reaction: reactants, conditions, products, and yield Reactants: N1C=NC(=C1)C=1C(=NOC1C(F)(F)F)C1=CC=CC=C1 (4-(1H-imidazol-4-yl)-3-phenyl-5-trifluoromethyl-isoxazole), FC1=NC=C(C=C1)C(F)(F)F (2-fluoro-5-(trifluoromethyl)pyridine). Yields the product C1(=CC=CC=C1)C1=NOC(=C1C=1N=CN(C1)C1=NC=C(C=C1)C(F)(F)F)C(F)(F)F (2-[4-(3-Phenyl-5-trifluoromethyl-isoxazol-4-yl)-imidazol-1-yl]-5-trifluoromethyl-pyridine). Yield: 79.0%. RXN SMILES: [NH:1]1[CH:5]=[C:4]([C:6]2[C:7]([C:15]3[CH:20]=[CH:19][CH:18]=[CH:17][CH:16]=3)=[N:8][O:9][C:10]=2[C:11]([F:14])([F:13])[F:12])[N:3]=[CH:2]1.F[C:22]1[CH:27]=[CH:26][C:25]([C:28]([F:31])([F:30])[F:29])=[CH:24][N:23]=1>>[C:15]1([C:7]2[C:6]([C:4]3[N:3]=[CH:2][N:1]([C:22]4[CH:27]=[CH:26][C:25]([C:28]([F:31])([F:30])[F:29])=[CH:24][N:23]=4)[CH:5]=3)=[C:10]([C:11]([F:14])([F:12])[F:13])[O:9][N:8]=2)[CH:16]=[CH:17][CH:18]=[CH:19][CH:20]=1. Procedure: As described for Example 4, 4-(1H-imidazol-4-yl)-3-phenyl-5-trifluoromethyl-isoxazole (100 mg, 0.36 mmol) was converted, using 2-fluoro-5-(trifluoromethyl)pyridine instead of 4-fluorobenzotrifluoride, to the title compound (120 mg, 79%) which was obtained as a white solid. MS: m/e=425.0 [M+H]+. Reactants: NC1=CC=C(C(=O)O)C=C1 (4-aminobenzoic acid), O (water), [BH4-].[Na+] (sodium borohydride), C(C)(=O)O (acetic acid). Run in C(C)#N (acetonitrile). Conditions: temperature 25 celsius, time 26 hour. The product is C(C)NC1=CC=C(C(=O)O)C=C1 (4-Ethylaminobenzoic acid). Reaction SMILES: [NH2:1][C:2]1[CH:10]=[CH:9][C:5]([C:6]([OH:8])=[O:7])=[CH:4][CH:3]=1.[BH4-].[Na+].[C:13](O)(=O)[CH3:14].O>C(#N)C>[CH2:13]([NH:1][C:2]1[CH:10]=[CH:9][C:5]([C:6]([OH:8])=[O:7])=[CH:4][CH:3]=1)[CH3:14] |f:1.2|. Reported procedure: A mixture composed of 4-aminobenzoic acid (30 g), sodium borohydride (32.3 g) and acetic acid (550 cc) is left stirring for 26 hours at 25° C. The reaction mixture is then concentrated to dryness at 70° C. under reduced pressure (4 kPa). The product obtained is treated with distilled water (2000 cc) and the precipitate formed is separated by filtration, washed with distilled water (20 cc) and dried in the air. The product obtained is dissolved in boiling acetonitrile (250 cc). After 2 hours' coo... Yields the product C=CCC12CCN(CC1)C(C(c1ccccc1)c1ccccc1)C2=O. As a reaction SMILES: [Br:1][Mg:2][c:3]1[cH:4][cH:5][cH:6][cH:7][cH:8]1.[CH2:9]([CH:10]=[CH2:11])[C:12]12[C:13](=[O:27])[C:14](=[CH:20][c:21]3[cH:22][cH:23][cH:24][cH:25][cH:26]3)[N:15]([CH2:16][CH2:17]1)[CH2:18][CH2:19]2.[CH3:28][Si:29]([Cl:30])([CH3:31])[CH3:32].[CH3:33][N:34]([CH3:35])[P:36]([N:37]([CH3:38])[CH3:39])([N:40]([CH3:41])[CH3:42])=[O:43].[CH3:45][S:46][CH3:47].[CH3:50][c:51]1[cH:52][cH:53][cH:54][cH:55][cH:56]1.[Cu:44].[Cu:48][Br:49]>>[c:3]1([CH:20]([CH:14]2[C:13](=[O:27])[C:12]3([CH2:9][CH:10]=[CH2:11])[CH2:17][CH2:16][N:15]2[CH2:18][CH2:19]3)[c:21]2[cH:22][cH:23][cH:24][cH:25][cH:26]2)[cH:4][cH:5][cH:6][cH:7][cH:8]1. Starting materials: Br[Mg]c1ccccc1, C=CCC12CCN(CC1)C(=Cc1ccccc1)C2=O, C[Si](C)(C)Cl, CN(C)P(=O)(N(C)C)N(C)C, CSC, Cc1ccccc1, [Cu], [Cu]Br. Starting materials: O.NC1CCN(CC1)CCC1=CNC2=CC=CC=C12 (4-Amino-1-[2-(3-indolyl)ethyl]piperidine, hydrate), C1(CCCCC1)N=C=O (cyclohexyl isocyanate). Run in C1=CC=CC=C1 (benzene). Conditions: time 18 hour. Product: N1C=C(C2=CC=CC=C12)CCN1CCC(CC1)NC(=O)NC1CCCCC1 (1-[1-(2-[3-Indolyl]ethyl)piperid-4-yl]-3-cyclohexyl urea). Yield: 102.7%. As a reaction SMILES: O.[NH2:2][CH:3]1[CH2:8][CH2:7][N:6]([CH2:9][CH2:10][C:11]2[C:19]3[C:14](=[CH:15][CH:16]=[CH:17][CH:18]=3)[NH:13][CH:12]=2)[CH2:5][CH2:4]1.[CH:20]1([N:26]=[C:27]=[O:28])[CH2:25][CH2:24][CH2:23][CH2:22][CH2:21]1>C1C=CC=CC=1>[NH:13]1[C:14]2[C:19](=[CH:18][CH:17]=[CH:16][CH:15]=2)[C:11]([CH2:10][CH2:9][N:6]2[CH2:7][CH2:8][CH:3]([NH:2][C:27]([NH:26][CH:20]3[CH2:25][CH2:24][CH2:23][CH2:22][CH2:21]3)=[O:28])[CH2:4][CH2:5]2)=[CH:12]1 |f:0.1|. Procedure details: 4-Amino-1-[2-(3-indolyl)ethyl]piperidine, hydrate (1.307 g, 0.005 mole) in benzene (50 ml.) was treated with cyclohexyl isocyanate (0.688 g, 0.0055 mole) and the mixture stirred for 18 hrs. Filtration afforded the title compound as colourless prisms (1.893 g), m.p. 203.8°. The reactants are product, O (Water), ClC=1C=C(C=CC1Cl)CC(=O)O (3,4-Dichlorophenylacetic acid), C(=O)(N1C=NC=C1)N1C=NC=C1 (carbonyldiimidazole), C1CCOC1 (THF). Run in C(Cl)Cl (methylene chloride), C(Cl)Cl (methylene chloride). Conditions: time 8 hour. Yields the product ClC=1C=C(C=CC1Cl)CC(=O)N([C@@H]1CC2=CC=CC=C2C[C@H]1N1CCCC1)C (Trans-3,4-Dichloro-N-methyl-N-[3-(pyrolidin-1-yl)-1,2,3,4-tetrahydronaphthalen-2-yl)benzeneacetamide). RXN SMILES: [Cl:1][C:2]1[CH:3]=[C:4]([CH2:9][C:10]([OH:12])=O)[CH:5]=[CH:6][C:7]=1[Cl:8].[C:13]([N:20]1[CH:24]=[CH:23][N:22]=[CH:21]1)(N1C=CN=C1)=O.O.[CH2:26]1[CH2:30]O[CH2:28][CH2:27]1>C(Cl)Cl>[Cl:1][C:2]1[CH:3]=[C:4]([CH2:9][C:10]([N:22]([CH3:21])[C@H:23]2[C@H:24]([N:20]3[CH2:13][CH2:9][CH2:4][CH2:5]3)[CH2:6][C:7]3[C:27](=[CH:26][CH:30]=[CH:3][CH:2]=3)[CH2:28]2)=[O:12])[CH:5]=[CH:6][C:7]=1[Cl:8]. Procedure details: 3,4-Dichlorophenylacetic acid (1.05 g) and carbonyldiimidazole (856 mg) were dissolved in dry THF (20 ml). This solution was cannulated into a stirred suspension of the above product (1.0 g) in methylene chloride (20 ml) at 0°. The mixture was allowed to warm to room temperature and stirred overnight. Water (50 ml) and methylene chloride (100 ml) were added and the organic layer was separated, washed with brine, dried, and evaporated to give a crude product which was chromatographed (silica gel;... Starting materials: C(C)O (ethanol), ethyl ester, N1CCC2=CC=CC=C12 (indoline), [OH-].[Na+] (sodium hydroxide). The product is C(=O)(O)C1NC2=CC=CC=C2C1 ((2RS)-2-carboxyindoline). As a reaction SMILES: [NH:1]1[C:9]2[C:4](=[CH:5][CH:6]=[CH:7][CH:8]=2)[CH2:3][CH2:2]1.[CH2:10]([OH:12])C.[OH-:13].[Na+]>>[C:10]([CH:2]1[CH2:3][C:4]2[C:9](=[CH:8][CH:7]=[CH:6][CH:5]=2)[NH:1]1)([OH:12])=[O:13] |f:2.3|. Procedure details: 31.5 g of the above indoline (86%) are obtained by saponification in 250 ml of normal sodium hydroxide solution and 150 ml of ethanol for 8 hours at room temperature of 43 g (0.224 mol) of the corresponding ethyl ester prepared according to E. J. COREY et al. (J. Amer. Chem. Soc. 1970 92, p. 2476). Starting materials: FC1=C(C(=O)OC)C(=CC=C1F)B1OC(C(O1)(C)C)(C)C (methyl 2,3-difluoro-6-(4,4,5,5-tetramethyl-1,3,2-dioxaborolan-2-yl)benzoate), ClC1=NC=CC=N1 (2-chloropyrimidine), C(=O)([O-])[O-].[K+].[K+] (K2CO3). Reagents/catalysts: C1=CC=C(C=C1)P([C-]2C=CC=C2)C3=CC=CC=C3.C1=CC=C(C=C1)P([C-]2C=CC=C2)C3=CC=CC=C3.Cl[Pd]Cl.[Fe+2] (PdCl2(dppf)). Solvent: O1CCOCC1 (1,4-dioxane), O (water). Run at temperature 90 celsius. The product is FC1=C(C(=O)OC)C(=CC=C1F)C1=NC=CC=N1 (Methyl 2,3-difluoro-6-(pyrimidin-2-yl)benzoate). As a reaction SMILES: [F:1][C:2]1[C:11]([F:12])=[CH:10][CH:9]=[C:8](B2OC(C)(C)C(C)(C)O2)[C:3]=1[C:4]([O:6][CH3:7])=[O:5].Cl[C:23]1[N:28]=[CH:27][CH:26]=[CH:25][N:24]=1.C([O-])([O-])=O.[K+].[K+]>O1CCOCC1.O.C1C=CC(P(C2C=CC=CC=2)[C-]2C=CC=C2)=CC=1.C1C=CC(P(C2C=CC=CC=2)[C-]2C=CC=C2)=CC=1.Cl[Pd]Cl.[Fe+2]>[F:1][C:2]1[C:11]([F:12])=[CH:10][CH:9]=[C:8]([C:23]2[N:28]=[CH:27][CH:26]=[CH:25][N:24]=2)[C:3]=1[C:4]([O:6][CH3:7])=[O:5] |f:2.3.4,7.8.9.10|. Reported procedure: A stirred suspension of methyl 2,3-difluoro-6-(4,4,5,5-tetramethyl-1,3,2-dioxaborolan-2-yl)benzoate, 2-chloropyrimidine, PdCl2(dppf) and K2CO3 in 1,4-dioxane and water (3:1, v/v) was heated at 90° C. under nitrogen for 18 h. The reaction mixture was cooled to rt and concentrated under reduced pressure. The resulting residue was directly purified by flash column chromatography on silica gel (0% to 50% EtOAc/hexanes) to give the title compound. ESI MS (M+H) 251. The reactants are OCc1ccc2nc(Cl)nc(N3CCOCC3)c2n1, ClCCl, O=[Cr](=O)([O-])Cl, c1cc[nH+]cc1. Product: O=Cc1ccc2nc(Cl)nc(N3CCOCC3)c2n1. As a reaction SMILES: [Cl:1][c:2]1[n:3][c:4]([N:14]2[CH2:15][CH2:16][O:17][CH2:18][CH2:19]2)[c:5]2[c:6]([n:7]1)[cH:8][cH:9][c:10]([CH2:12][OH:13])[n:11]2.[Cl:31][CH2:32][Cl:33].[O:20]=[Cr:21]([Cl:22])([O-:23])=[O:24].[nH+:25]1[cH:26][cH:27][cH:28][cH:29][cH:30]1>>[Cl:1][c:2]1[n:3][c:4]([N:14]2[CH2:15][CH2:16][O:17][CH2:18][CH2:19]2)[c:5]2[c:6]([n:7]1)[cH:8][cH:9][c:10]([CH:12]=[O:13])[n:11]2. Reactants: CC(C)=O, COC(OC)OC, Cl, NC(=O)C1(N)CCCC1. Yields the product Cl, O=C1NC=NC12CCCC2. As a reaction SMILES: [CH3:18][C:19](=[O:20])[CH3:21].[CH:10]([O:11][CH3:12])([O:13][CH3:14])[O:15][CH3:16].[ClH:17].[NH2:1][C:2]1([C:7](=[O:8])[NH2:9])[CH2:3][CH2:4][CH2:5][CH2:6]1>>[ClH:17].[N:1]1=[CH:10][NH:9][C:7](=[O:8])[C:2]12[CH2:3][CH2:4][CH2:5][CH2:6]2.